Dataset: the Open Reaction Database (ORD), a public repository of structured organic reaction records. Task: describe an organic reaction: reactants, conditions, products, and yield Starting materials: ClC=1N=NC(=CC1)C1=CC(=CC=C1)C(F)(F)F (3-chloro-6-[3-(trifluoromethyl)phenyl]pyridazine), OCC(=O)NN (hydroxyacethydrazide). The solvent is C(CCC)O (n-butyl alcohol). Product: OCC1=NN=C2N1N=C(C=C2)C2=CC(=CC=C2)C(F)(F)F (3-(Hydroxymethyl)-6-[3-(trifluoromethyl)-phenyl]-1,2,4-triazolo[4,3-b]pyridazine). As a reaction SMILES: Cl[C:2]1[N:3]=[N:4][C:5]([C:8]2[CH:13]=[CH:12][CH:11]=[C:10]([C:14]([F:17])([F:16])[F:15])[CH:9]=2)=[CH:6][CH:7]=1.[OH:18][CH2:19][C:20]([NH:22][NH2:23])=O>C(O)CCC>[OH:18][CH2:19][C:20]1[N:3]2[N:4]=[C:5]([C:8]3[CH:13]=[CH:12][CH:11]=[C:10]([C:14]([F:17])([F:16])[F:15])[CH:9]=3)[CH:6]=[CH:7][C:2]2=[N:23][N:22]=1. Procedure: A mixture of 7.76 g. of 3-chloro-6-[3-(trifluoromethyl)phenyl]pyridazine, 6.66 g. of hydroxyacethydrazide and 200 ml. of n-butyl alcohol is heated at reflux temperature for 18 hours. The mixture is evaporated in vacuo and the residue is triturated with dichloromethane-hexane. The mixture is filtered and the solid is recrystallized from ethyl acetate to give the product of the Example as off-white crystals, m.p. 224°-226° C. Starting materials: ClC1=C(C=C(C=C1)N1CCN(CC1)C(CN1N=C(C=2C1=NC=CC2)C=2NC=CN2)=O)OC (1-[4-(4-Chloro-3-methoxy-phenyl)-piperazin-1-yl]-2-[3-(1H-imidazol-2-yl)-pyrazolo[3,4-b]pyridin-1-yl]-ethanone), [H-].[Na+] (sodium hydride), C(C)#N.O (acetonitrile water), IC (iodomethane). Run in C1CCOC1 (THF). Run at time 1 hour. Yields the product ClC1=C(C=C(C=C1)N1CCN(CC1)C(CN1N=C(C=2C1=NC=CC2)C=2N(C=CN2)C)=O)OC (1-[4-(4-Chloro-3-methoxy-phenyl)-piperazin-1-yl]-2-[3-(1-methyl-1H-imidazol-2-yl)-pyrazolo[3,4-b]pyridin-1-yl]-ethanone). Reaction SMILES: [Cl:1][C:2]1[CH:7]=[CH:6][C:5]([N:8]2[CH2:13][CH2:12][N:11]([C:14](=[O:30])[CH2:15][N:16]3[C:20]4=[N:21][CH:22]=[CH:23][CH:24]=[C:19]4[C:18]([C:25]4[NH:26][CH:27]=[CH:28][N:29]=4)=[N:17]3)[CH2:10][CH2:9]2)=[CH:4][C:3]=1[O:31][CH3:32].[H-].[Na+].IC.[C:37](#N)C.O>C1COCC1>[Cl:1][C:2]1[CH:7]=[CH:6][C:5]([N:8]2[CH2:9][CH2:10][N:11]([C:14](=[O:30])[CH2:15][N:16]3[C:20]4=[N:21][CH:22]=[CH:23][CH:24]=[C:19]4[C:18]([C:25]4[N:29]([CH3:37])[CH:28]=[CH:27][N:26]=4)=[N:17]3)[CH2:12][CH2:13]2)=[CH:4][C:3]=1[O:31][CH3:32] |f:1.2,4.5|. Reported procedure: To the solution of 1-[4-(4-Chloro-3-methoxy-phenyl)-piperazin-1-yl]-2-[3-(1H-imidazol-2-yl)-pyrazolo[3,4-b]pyridin-1-yl]-ethanone (50 mg, 0.11 mmol, 1 eq) in THF was added 60% sodium hydride (5.7 mg, 0.14 mmol, 1.3 eq) and stirred for 1 hr, followed by the addition of iodomethane (25.8 mg, 0.16 mmol, 1.5 eq). 2 hrs later, LCMS indicated that the major peak is the desired product preparative hplc (reverse phase, acetonitrile-water gradient) gave 1-[4-(4-Chloro-3-methoxy-phenyl)-piperazin-1-yl]-2-... Starting materials: C(C)(C)NC1=CC=CC=C1 (N-isopropyl-N-phenylamine), B(O)(O)O (boric acid), C=1(C(=CC=CC1)C)C (xylene), C(C)OC(CCCCCC(=O)O)=O (7-ethoxy-7-oxoheptanoic acid). Isolated yield 45.0%. Yields the product C(C)(C)N(C(CCCCCC(=O)O)=O)C1=CC=CC=C1 (7-[isopropyl(phenyl)amino]-7-oxoheptanoic acid). Reported procedure: A dried, 200 mL, 3-necked, round-bottomed flask was equipped with a Teflon-coated magnetic bar and a vacuum jacketed Dean-Stark trap which was topped with a reflux condenser fitted with a Nitrogen inlet. The reaction vessel was charged with N-isopropyl-N-phenylamine (8.11 g, 60 mmol), boric acid (0.93 g, 15 mmol,), and xylene (88 mL). To the stirred reaction mixture was added 7-ethoxy-7-oxoheptanoic acid (11.29 g, 60 mmol) in one portion. The reaction was heated to reflux using a heating mantle.... Conditions: time 30 minute. The solvent is C(C)(=O)OCC (ethyl acetate), O (water). As a reaction SMILES: [CH:1]([NH:4][C:5]1[CH:10]=[CH:9][CH:8]=[CH:7][CH:6]=1)([CH3:3])[CH3:2].B(O)(O)O.C1(C)C(C)=CC=CC=1.C([O:25][C:26](=[O:35])[CH2:27][CH2:28][CH2:29][CH2:30][CH2:31][C:32](O)=[O:33])C>C(OCC)(=O)C.O>[CH:1]([N:4]([C:5]1[CH:10]=[CH:9][CH:8]=[CH:7][CH:6]=1)[C:32](=[O:33])[CH2:31][CH2:30][CH2:29][CH2:28][CH2:27][C:26]([OH:35])=[O:25])([CH3:3])[CH3:2]. Starting materials: OC1=C(C=C(C=C1)CCC(=O)OCC)C1=C(C=CC(=C1)CCC(=O)OCC)O (2,2'-dihydroxy-5,5'-bis (2-ethoxycarbonylethyl) biphenyl), FC1=C(CBr)C=CC(=C1)Br (2-fluoro-4-bromobenzylbromide), C([O-])([O-])=O.[K+].[K+] (potassium carbonate). The reagents and catalysts are [Cu] (copper). Solvent: CN(C)C=O (DMF). The product is FC1=C(COC2=C(C=C(C=C2)CCC(=O)OCC)C2=C(C=CC(=C2)CCC(=O)OCC)O)C=CC(=C1)Br (2-(2-fluoro-4-bromobenzyloxy)-2'-hydroxy-5,5'-bis (2-ethoxycarbonylethyl) biphenyl). The yield is 71.5%. As a reaction SMILES: [OH:1][C:2]1[CH:7]=[CH:6][C:5]([CH2:8][CH2:9][C:10]([O:12][CH2:13][CH3:14])=[O:11])=[CH:4][C:3]=1[C:15]1[CH:20]=[C:19]([CH2:21][CH2:22][C:23]([O:25][CH2:26][CH3:27])=[O:24])[CH:18]=[CH:17][C:16]=1[OH:28].[F:29][C:30]1[CH:37]=[C:36]([Br:38])[CH:35]=[CH:34][C:31]=1[CH2:32]Br.C(=O)([O-])[O-].[K+].[K+]>[Cu].CN(C=O)C>[F:29][C:30]1[CH:37]=[C:36]([Br:38])[CH:35]=[CH:34][C:31]=1[CH2:32][O:1][C:2]1[CH:7]=[CH:6][C:5]([CH2:8][CH2:9][C:10]([O:12][CH2:13][CH3:14])=[O:11])=[CH:4][C:3]=1[C:15]1[CH:20]=[C:19]([CH2:21][CH2:22][C:23]([O:25][CH2:26][CH3:27])=[O:24])[CH:18]=[CH:17][C:16]=1[OH:28] |f:2.3.4|. Reported procedure: To 5 ml of a DMF solution containing 200 mg (0.5181 mmol) of 2,2'-dihydroxy-5,5'-bis (2-ethoxycarbonylethyl) biphenyl and 716.7 μl (5.181 mmol) of 2-fluoro-4-bromobenzylbromide, there was added 85.8 mg (0.6217 mmol) of anhydrous potassium carbonate and a small amount of copper powder and the resulting mixture was agitated for 1 hour at room temperature. The reaction mixture was filtered by suction through Celite to remove the solid matter and the filtrate was washed with ethyl acetate. After the... Starting materials: CC(C)=O, [Na+], C=C(C)C(C(=O)OCc1ccccc1)N1C(=O)C(NC(=O)COc2ccccc2)C1SSc1nc2ccc([N+](=O)[O-])cc2s1, O, O=[N+]([O-])c1ccc2nc(OS(=O)(=S)c3ccccc3)sc2c1, O=S([O-])c1ccccc1. Yields the product C=C(C)C(C(=O)OCc1ccccc1)N1C(=O)C(NC(=O)COc2ccccc2)C1SS(=O)(=O)c1ccccc1. Reaction SMILES: [CH3:78][C:79](=[O:80])[CH3:81].[Na+:77].[O:1]([c:2]1[cH:3][cH:4][cH:5][cH:6][cH:7]1)[CH2:8][C:9](=[O:10])[NH:11][CH:12]1[C:13](=[O:44])[N:14]([CH:30]([C:31](=[O:32])[O:33][CH2:34][c:35]2[cH:36][cH:37][cH:38][cH:39][cH:40]2)[C:41](=[CH2:42])[CH3:43])[CH:15]1[S:16][S:17][c:18]1[s:19][c:20]2[cH:21][c:22]([N+:23]([O-:24])=[O:25])[cH:26][cH:27][c:28]2[n:29]1.[OH2:67].[c:45]1([S:51](=[O:52])([O:53][c:54]2[s:55][c:56]3[cH:57][c:58]([N+:59]([O-:60])=[O:61])[cH:62][cH:63][c:64]3[n:65]2)=[S:66])[cH:46][cH:47][cH:48][cH:49][cH:50]1.[c:68]1([S:69]([O-:70])=[O:71])[cH:72][cH:73][cH:74][cH:75][cH:76]1>>[O:1]([c:2]1[cH:3][cH:4][cH:5][cH:6][cH:7]1)[CH2:8][C:9](=[O:10])[NH:11][CH:12]1[C:13](=[O:44])[N:14]([CH:30]([C:31](=[O:32])[O:33][CH2:34][c:35]2[cH:36][cH:37][cH:38][cH:39][cH:40]2)[C:41](=[CH2:42])[CH3:43])[CH:15]1[S:53][S:51]([c:45]1[cH:46][cH:47][cH:48][cH:49][cH:50]1)(=[O:52])=[O:66]. Run in C(Cl)Cl (DCM). As a reaction SMILES: [Br:1][C:2]1[CH:3]=[CH:4][C:5]([Cl:12])=[C:6]([S:8](Cl)(=[O:10])=[O:9])[CH:7]=1.N1C=CC=CC=1.[NH2:19][C@H:20]1[CH2:25][CH2:24][C@H:23]([OH:26])[CH2:22][CH2:21]1>C(Cl)Cl>[Br:1][C:2]1[CH:3]=[CH:4][C:5]([Cl:12])=[C:6]([S:8]([NH:19][CH:20]2[CH2:25][CH2:24][CH:23]([OH:26])[CH2:22][CH2:21]2)(=[O:10])=[O:9])[CH:7]=1. The reactants are BrC=1C=CC(=C(C1)S(=O)(=O)Cl)Cl (5-Bromo-2-chloro-benzenesulfonyl chloride), BrC=1C=CC(=C(C1)S(=O)(=O)Cl)Cl (5-Bromo-2-chloro-benzenesulfonyl chloride), N1=CC=CC=C1 (pyridine), N[C@@H]1CC[C@H](CC1)O (trans-4-aminocyclohexanol). Reaction conditions: time 18 hour. Procedure: 5-Bromo-2-chloro-benzenesulfonyl chloride (1.0 g, 3.45 mmol) (Intermediate E, Step 1) and pyridine (2 ml) are added to a stirred suspension of trans-4-aminocyclohexanol (2.0 g, 17.2 mmol) suspended in DCM (20 ml). After 18 h, the solvents are removed and the residue is partitioned between aq. 1M HCl and ethyl acetate. The organic extract is dried over Mg2SO4 and the solvent is removed. The residue is purified by chromatography on silica, eluting with ethyl acetate:hexane (1:1 to 1:0) to give the... Product: BrC=1C=CC(=C(C1)S(=O)(=O)NC1CCC(CC1)O)Cl (5-Bromo-2-chloro-N-(4-hydroxy-cyclohexyl)-benzenesulfonamide). The reactants are ice water, BrC=1SC=CC1 (2-bromothiophene), BrC1=CC=C(C=C1)C (4-bromotoluene), [Mg] (magnesium). The reagents and catalysts are C(C)(=O)[O-].[Pd+2].C(C)(=O)[O-] (palladium acetate), C1(=CC=CC=C1)P(C1=CC=CC=C1)C1=CC=CC=C1 (triphenylphosphine). The solvent is C1CCOC1 (THF), C1CCOC1 (THF). Product: C1(=CC=C(C=C1)C=1SC=CC1)C (2-p-tolyl-thiophene). The yield is 84.8%. Reaction SMILES: Br[C:2]1[CH:7]=[CH:6][C:5]([CH3:8])=[CH:4][CH:3]=1.[Mg].Br[C:11]1[S:12][CH:13]=[CH:14][CH:15]=1>C1COCC1.C([O-])(=O)C.[Pd+2].C([O-])(=O)C.C1(P(C2C=CC=CC=2)C2C=CC=CC=2)C=CC=CC=1>[C:5]1([CH3:8])[CH:6]=[CH:7][C:2]([C:11]2[S:12][CH:13]=[CH:14][CH:15]=2)=[CH:3][CH:4]=1 |f:4.5.6|. Procedure details: The corresponding Grignard compound is prepared from 16 g of 4-bromotoluene and 2.23 g of magnesium in 150 ml of THF. This is added dropwise at room temperature to a solution of 10 g of 2-bromothiophene, 3 g of palladium acetate and 1.27 g of triphenylphosphine in 150 ml of THF. The mixture is boiled at reflux under argon for 3.5 hrs., then poured on to ice-water and extracted with ethyl acetate. Chromatography on silica gel (toluene) gives 9.06 g of 2-p-tolyl-thiophene.